The task is: describe an organic reaction: reactants, conditions, products, and yield. This data is from the Open Reaction Database (ORD), a public repository of structured organic reaction records. Starting materials: C1(=CC=CC=C1)C (toluene), [OH-].[Na+] (NaOH), Cl.C(CCCCCC)C=1C=C2C=CC(=CC2=CC1)C(=N)N (6-heptyl-2-naphthalenecarboxamidine hydrochloride), α-ethyl-β-dimethylaminoacrolein. The solvent is CO (methanol), CO (methanol). Conditions: temperature 60 celsius. Product: C(CCCCCC)C1=CC2=CC=C(C=C2C=C1)C1=NC=C(C=N1)CC (2-heptyl-6-(5-ethyl-2-pyrimidinyl)naphthalene). Yield: 60.0%. RXN SMILES: [OH-].[Na+].Cl.[CH2:4]([C:11]1[CH:12]=[C:13]2[C:18](=[CH:19][CH:20]=1)[CH:17]=[C:16]([C:21]([NH2:23])=[NH:22])[CH:15]=[CH:14]2)[CH2:5][CH2:6][CH2:7][CH2:8][CH2:9][CH3:10].[C:24]1([CH3:30])[CH:29]=[CH:28]C=C[CH:25]=1>CO>[CH2:4]([C:11]1[CH:20]=[CH:19][C:18]2[C:13](=[CH:14][CH:15]=[C:16]([C:21]3[N:23]=[CH:30][C:24]([CH2:29][CH3:28])=[CH:25][N:22]=3)[CH:17]=2)[CH:12]=1)[CH2:5][CH2:6][CH2:7][CH2:8][CH2:9][CH3:10] |f:0.1,2.3|. Procedure: NaOH (1.1 g, 26 mmols) was added to anhydrous methanol (40 ml) and dissolved therein by heating to 60° C. with stirring. To the solution was added 6-heptyl-2-naphthalenecarboxamidine hydrochloride (4.0 g, 13 mmols) to prepare a suspension with stirring. To this suspension was dropwise added over one minute a solution obtained by dissolving α-ethyl-β-dimethylaminoacrolein (1.7 g, 13 mmols) in anhydrous methanol (5 ml), followed by gently refluxing the mixture with stirring for 2 hours, distilling... The reactants are NC=1C(=NC(=CN1)Br)NCC1CN(CCC1)C(=O)OC(C)(C)C (tert-Butyl 3-((3-amino-6-bromopyrazin-2-ylamino)methyl)piperidine-1-carboxylate), BrC=1N=C(C(=NC1)N)N (5-bromopyrazine-2,3-diamine), NCC1CN(CCC1)C(=O)OC(C)(C)C (tert-butyl 3-(aminomethyl)piperidinecarboxylate), C(C)(C)N(CC)C(C)C (diisopropylethylamine), C(CCC)O (n-butanol). The product is OC1=CC=C(C=C1)C1=CN=C2C(=N1)N(C(N2)=O)CC2CNCCC2 (6-(4-HYDROXYPHENYL)-1-(PIPERIDIN-3-YLMETHYL)-1 H-IMIDAZO[4,5-B]PYRAZIN-2(3H)-ONE). Yield: 61.0%. RXN SMILES: [NH2:1][C:2]1[C:3]([NH:9][CH2:10][CH:11]2[CH2:16][CH2:15][CH2:14][N:13](C(OC(C)(C)C)=O)[CH2:12]2)=[N:4][C:5](Br)=[CH:6][N:7]=1.BrC1N=[C:27](N)[C:28](N)=NC=1.NCC1CCCN([C:41](OC(C)(C)C)=[O:42])C1.C(N(C(C)C)CC)(C)C.[CH2:57]([OH:61])[CH2:58][CH2:59][CH3:60]>>[OH:61][C:57]1[CH:28]=[CH:27][C:60]([C:5]2[N:4]=[C:3]3[N:9]([CH2:10][CH:11]4[CH2:16][CH2:15][CH2:14][NH:13][CH2:12]4)[C:41](=[O:42])[NH:1][C:2]3=[N:7][CH:6]=2)=[CH:59][CH:58]=1. Procedure details: tert-Butyl 3-((3-amino-6-bromopyrazin-2-ylamino)methyl)piperidine-1-carboxylate. In a sealed tube, a solution of 5-bromopyrazine-2,3-diamine (1.88 g, 7.46 mmol), tert-butyl 3-(aminomethyl)piperidinecarboxylate (2.0 g, 9.33 mmol), diisopropylethylamine (1.95 mL, 11.19 mmol) in n-butanol (200 mL) was heated at 120° C. for 17 h. The volatiles were removed under reduced pressure. The residue was taken up in hexanes and sonicated. The resulting precipitate was collected by filtration to provide the t... Reactants: N#Cc1ccc2[nH]ncc2c1, CC(=O)O, O, O=P([O-])([O-])O, c1ccncc1. The product is O=Cc1ccc2[nH]ncc2c1. RXN SMILES: [C:1](#[N:2])[c:3]1[cH:4][c:5]2[cH:6][n:7][nH:8][c:9]2[cH:10][cH:11]1.[CH3:18][C:19](=[O:20])[OH:21].[OH2:17].[P:12](=[O:13])([O-:14])([O-:15])[OH:16].[cH:22]1[cH:23][cH:24][n:25][cH:26][cH:27]1>>[CH:1]([c:3]1[cH:4][c:5]2[cH:6][n:7][nH:8][c:9]2[cH:10][cH:11]1)=[O:13]. Reactants: O (Water), CC1=NOC(=C1C1=C(C(=NN1C1=CC=C(C=C1)OC)CCC)/C=N/O)C ((E)-5-(3,5-dimethylisoxazol-4-yl)-1-(4-methoxyphenyl)-3-propyl-1H-pyrazole-4-carbaldehyde oxime), B(Br)(Br)Br (BBr3). Run in C(Cl)Cl (DCM), C(Cl)Cl (CH2Cl2). Reaction conditions: time 4 hour. Yields the product CC1=NOC(=C1C1=C(C(=NN1C1=CC=C(C=C1)O)CCC)C=NO)C (5-(3,5-dimethylisoxazol-4-yl)-1-(4-hydroxyphenyl)-3-propyl-1H-pyrazole-4-carbaldehyde oxime), CC1=NOC(=C1C1=C(C(=NN1C1=CC=C(C=C1)OC)CCC)C=NO)C (5-(3,5-dimethylisoxazol-4-yl)-1-(4-methoxyphenyl)-3-propyl-1H-pyrazole-4-carbaldehyde oxime). Yield: 109.1%. RXN SMILES: [CH3:1][C:2]1[C:6]([C:7]2[N:11]([C:12]3[CH:17]=[CH:16][C:15]([O:18][CH3:19])=[CH:14][CH:13]=3)[N:10]=[C:9]([CH2:20][CH2:21][CH3:22])[C:8]=2/[CH:23]=[N:24]/[OH:25])=[C:5]([CH3:26])[O:4][N:3]=1.B(Br)(Br)Br.O>C(Cl)Cl>[CH3:1][C:2]1[C:6]([C:7]2[N:11]([C:12]3[CH:13]=[CH:14][C:15]([OH:18])=[CH:16][CH:17]=3)[N:10]=[C:9]([CH2:20][CH2:21][CH3:22])[C:8]=2[CH:23]=[N:24][OH:25])=[C:5]([CH3:26])[O:4][N:3]=1.[CH3:1][C:2]1[C:6]([C:7]2[N:11]([C:12]3[CH:13]=[CH:14][C:15]([O:18][CH3:19])=[CH:16][CH:17]=3)[N:10]=[C:9]([CH2:20][CH2:21][CH3:22])[C:8]=2[CH:23]=[N:24][OH:25])=[C:5]([CH3:26])[O:4][N:3]=1. Reported procedure: 10% of the crude (E)-5-(3,5-dimethylisoxazol-4-yl)-1-(4-methoxyphenyl)-3-propyl-1H-pyrazole-4-carbaldehyde oxime (1.2 mg, 0.003 mmol) from step (e) was dissolved in CH2Cl2 (4 mL) and BBr3 (1 M solution in DCM, 0.4 mL, 0.37 mmol) was added. The mixture was stirred at room temperature for 4 h. Water and DCM were added and the phases were separated. The organic phase was purified on preparative HPLC to give E4 5-(3,5-dimethylisoxazol-4-yl)-1-(4-methoxyphenyl)-3-propyl-1H-pyrazole-4-carbaldehyde oxi... The reactants are C(C=C)O[C@@H]1C[C@@H](C2=CC(=CC=C12)OCCC)N ((1S,3R)-3-(allyloxy)-6-propoxy-2,3-dihydro-1H-inden-1-amine), FC(C(=O)OC(C(F)(F)F)=O)(F)F (Trifluoroacetic anhydride), NC(CC(=O)O)C1=CC(=CC(=C1)C)C (3-amino-3-(3,5-dimethylphenyl)propanoic acid), C(=O)(C(F)(F)F)O (TFA). The product is CC1=C2C(CC(C2=CC(=C1)C)NC(C(F)(F)F)=O)=O (N-(4,6-dimethyl-3-oxo-2,3-dihydro-1H-inden-1-yl)-2,2,2-trifluoroacetamide). The yield is 71.0%. RXN SMILES: C(O[C@H]1C2C(=CC(OCCC)=CC=2)[C@@H](N)C1)C=C.[NH2:19][CH:20]([C:25]1[CH:30]=[C:29]([CH3:31])[CH:28]=[C:27]([CH3:32])[CH:26]=1)[CH2:21][C:22]([OH:24])=O.[C:33](O)([C:35]([F:38])([F:37])[F:36])=[O:34].FC(F)(F)C(OC(=O)C(F)(F)F)=O>>[CH3:32][C:27]1[CH:28]=[C:29]([CH3:31])[CH:30]=[C:25]2[C:26]=1[C:22](=[O:24])[CH2:21][CH:20]2[NH:19][C:33](=[O:34])[C:35]([F:38])([F:37])[F:36]. Procedure details: Step BM (1). A solution of 3-amino-3-(3,5-dimethylphenyl)propanoic acid (18 g, 0.078 mol) and TFA (72 mL) was stirred at rt for 30 min. Trifluoroacetic anhydride (72 mL) was added and the resulting mixture was heated at reflux for 2 h. After cooling to rt, the reaction was concentrated in vacuo. The crude residue was dissolved in EtOAc and sequentially washed with 1 N NaOH and brine. The organic layer was dried over Na2SO4, filtered, and concentrated in vacuo to afford 15 g (71% yield) of N-(4,6... Reactants: FC(C(=O)O)(F)F.NC1=NC(=NC=C1C(=O)C1=C(C=CC(=C1)F)OC)NC1CCNCC1 ([4-amino-2-(piperidin-4-ylamino)-pyrimidin-5-yl]-(5-fluoro-2-methoxy-phenyl)-methanone trifluoroacetic acid salt), COC(=O)Cl (methylchloroformate). Procedure: The title compound was prepared from [4-amino-2-(piperidin-4-ylamino)-pyrimidin-5-yl]-(5-fluoro-2-methoxy-phenyl)-methanone trifluoroacetic acid salt (Example 22) and methylchloroformate (Aldrich 99%) using the procedure described in Example 24. HRMS, observed: 403.1781, Calcd for (M+H)+: 403.1776. RXN SMILES: F[C:2](F)(F)C(O)=O.[NH2:8][C:9]1[C:14]([C:15]([C:17]2[CH:22]=[C:21]([F:23])[CH:20]=[CH:19][C:18]=2[O:24][CH3:25])=[O:16])=[CH:13]N=[C:11]([NH:26][CH:27]2[CH2:32][CH2:31][NH:30][CH2:29][CH2:28]2)[N:10]=1.[CH3:33][O:34][C:35](Cl)=[O:36]>>[CH3:33][O:34][C:35]([N:30]1[CH2:31][CH2:32][CH:27]([NH:26][C:11]2[CH:2]=[CH:13][C:14]([C:15](=[O:16])[C:17]3[CH:22]=[C:21]([F:23])[CH:20]=[CH:19][C:18]=3[O:24][CH3:25])=[C:9]([NH2:8])[N:10]=2)[CH2:28][CH2:29]1)=[O:36] |f:0.1|. Yields the product COC(=O)N1CCC(CC1)NC1=NC(=C(C=C1)C(C1=C(C=CC(=C1)F)OC)=O)N (4-[6-Amino-5-(5-fluoro-2-methoxy-benzoyl)-pyridin-2-ylamino]-piperidine-1-carboxylic acid methyl ester).